From a dataset of the Open Reaction Database (ORD), a public repository of structured organic reaction records. describe an organic reaction: reactants, conditions, products, and yield Starting materials: C(C(O)CC(=O)O)(=O)O (malic acid). Solvent: CC(=O)O (vinegar). Product: C(CC(O)(C(=O)O)CC(=O)O)(=O)O (citric acid). Reaction SMILES: [C:1]([OH:9])(=[O:8])[CH:2]([CH2:4][C:5]([OH:7])=[O:6])[OH:3]>CC(O)=O>[C:5]([OH:7])(=[O:6])[CH2:4][C:2]([CH2:4][C:5]([OH:7])=[O:6])([C:1]([OH:9])=[O:8])[OH:3]. Procedure: To 1.1 kg of hen's whole eggs, a solution formed of 3 liters of brewed vinegar and 3 g each of citric acid and malic acid was added and mixed with a mixer. Then 0.05% by weight each of Saccharated Pepsin (Mikuni Chemical Industries Co., Ltd.), Lipase (Amano Pharmaceutical Co., Ltd.) and Pancreatin (Amano Pharmaceutical Co., Ltd.) to the whole eggs were added to the mixture, followed by 2 days' standing. After removing the solid components, the remaining liquid decomposition product was low tempe... The reactants are three, ClC(C(OC(F)(F)F)(Cl)Cl)(F)Cl (1,1,2,2-tetrachloro-1-fluoro-2-trifluoromethoxyethane), ClC(C(OC(F)(F)F)Cl)F (1,2-dichloro-1-fluoro-2-trifluoromethoxyethane). The reagents and catalysts are [Zn] (zinc). Conditions: temperature -75 celsius. Yields the product ClC(=C(OC(F)(F)F)Cl)F (1,2-dichloro-1-fluoro-2-trifluoromethoxyethene). Isolated yield 83.0%. As a reaction SMILES: [Cl:1][C:2](Cl)([F:11])[C:3](Cl)([Cl:9])[O:4][C:5]([F:8])([F:7])[F:6].ClC(F)C(Cl)OC(F)(F)F>[Zn]>[Cl:1][C:2]([F:11])=[C:3]([Cl:9])[O:4][C:5]([F:8])([F:7])[F:6]. Reported procedure: In a 1 l three necked flask, equipped with magnetic stirrer, thermometer, dropping funnel, and connected through a Vigreux column and a condenser to a trap maintained at -75° C., 80.0 g of zinc powder, activated by washing with HCl 3N, 550 ml of DMF and 50 mg of KI were charged under nitrogen atmosphere. The internal temperature was brought to 80° C. and 102.0 g of 1,1,2,2-tetrachloro-1-fluoro-2-trifluoromethoxyethane (377mmoles), were added dropwise. During the addition, the temperature increas... Reactants: CCn1c(-c2ccc(C(=O)OC)cc2)nc2cc(S(=O)(=O)C(F)(F)F)ccc21, CCO, [Na+], [OH-]. Yields the product CCn1c(-c2ccc(C(=O)O)cc2)nc2cc(S(=O)(=O)C(F)(F)F)ccc21. Reaction SMILES: [CH3:1][O:2][C:3]([c:4]1[cH:5][cH:6][c:7](-[c:10]2[n:11][c:12]3[c:13]([n:14]2[CH2:15][CH3:16])[cH:17][cH:18][c:19]([S:21](=[O:22])(=[O:23])[C:24]([F:25])([F:26])[F:27])[cH:20]3)[cH:8][cH:9]1)=[O:28].[CH3:31][CH2:32][OH:33].[Na+:30].[OH-:29]>>[O:2]=[C:3]([c:4]1[cH:5][cH:6][c:7](-[c:10]2[n:11][c:12]3[c:13]([n:14]2[CH2:15][CH3:16])[cH:17][cH:18][c:19]([S:21](=[O:22])(=[O:23])[C:24]([F:25])([F:26])[F:27])[cH:20]3)[cH:8][cH:9]1)[OH:28]. Starting materials: CC(C)CC(C#N)CC#N, [K+], [OH-], O. Yields the product CC(C)CC(C#N)CC(=O)[O-], [K+]. RXN SMILES: [CH2:1]([CH:2]([CH3:3])[CH3:4])[CH:5]([C:6]#[N:7])[CH2:8][C:9]#[N:10].[K+:12].[OH-:11].[OH2:13]>>[CH2:1]([CH:2]([CH3:3])[CH3:4])[CH:5]([C:6]#[N:7])[CH2:8][C:9](=[O:11])[O-:13].[K+:12].